The task is: describe an organic reaction: reactants, conditions, products, and yield. This data is from the Open Reaction Database (ORD), a public repository of structured organic reaction records. Starting materials: CC#N, COC1(c2ccc(C(C)C)c(Cc3ccc4c(c3)N(Cc3ccccc3)CCO4)c2)OC(CO)C(O)C(O)C1O, CC[SiH](CC)CC, CC(Cl)Cl. Yields the product CC(C)c1ccc(C2OC(CO)C(O)C(O)C2O)cc1Cc1ccc2c(c1)N(Cc1ccccc1)CCO2. RXN SMILES: [C:52](#[N:53])[CH3:54].[CH2:1]([c:2]1[cH:3][cH:4][cH:5][cH:6][cH:7]1)[N:8]1[CH2:9][CH2:10][O:11][c:12]2[c:13]1[cH:14][c:15]([CH2:18][c:19]1[cH:20][c:21]([C:28]3([O:39][CH3:40])[O:29][CH:30]([CH2:37][OH:38])[CH:31]([OH:36])[CH:32]([OH:35])[CH:33]3[OH:34])[cH:22][cH:23][c:24]1[CH:25]([CH3:26])[CH3:27])[cH:16][cH:17]2.[CH2:41]([SiH:42]([CH2:43][CH3:44])[CH2:45][CH3:46])[CH3:47].[Cl:48][CH:49]([Cl:50])[CH3:51]>>[CH2:1]([c:2]1[cH:3][cH:4][cH:5][cH:6][cH:7]1)[N:8]1[CH2:9][CH2:10][O:11][c:12]2[c:13]1[cH:14][c:15]([CH2:18][c:19]1[cH:20][c:21]([CH:28]3[O:29][CH:30]([CH2:37][OH:38])[CH:31]([OH:36])[CH:32]([OH:35])[CH:33]3[OH:34])[cH:22][cH:23][c:24]1[CH:25]([CH3:26])[CH3:27])[cH:16][cH:17]2. The reactants are C(C1=CC=CC=C1)N(CCO)CC1=NC=C(N=C1Cl)N(C)CC1CC1 (2-[benzyl({3-chloro-5-[(cyclopropylmethyl)(methyl)amino]pyrazin-2-yl}methyl)amino]ethanol), CC(C)([O-])C.[K+] (potassium tert-butoxide), O (Water). Run in CN(C)C=O (DMF). Conditions: time 2.5 hour. Yields the product C(C1=CC=CC=C1)N1CCOC2=C(C1)N=CC(=N2)N(C)CC2CC2 (8-benzyl-N-(cyclopropylmethyl)-N-methyl-6,7,8,9-tetrahydropyrazino[2,3-f][1,4]oxazepin-3-amine). The yield is 80.1%. RXN SMILES: [CH2:1]([N:8]([CH2:12][C:13]1[C:18](Cl)=[N:17][C:16]([N:20]([CH2:22][CH:23]2[CH2:25][CH2:24]2)[CH3:21])=[CH:15][N:14]=1)[CH2:9][CH2:10][OH:11])[C:2]1[CH:7]=[CH:6][CH:5]=[CH:4][CH:3]=1.CC(C)([O-])C.[K+].O>CN(C=O)C>[CH2:1]([N:8]1[CH2:12][C:13]2[N:14]=[CH:15][C:16]([N:20]([CH2:22][CH:23]3[CH2:25][CH2:24]3)[CH3:21])=[N:17][C:18]=2[O:11][CH2:10][CH2:9]1)[C:2]1[CH:7]=[CH:6][CH:5]=[CH:4][CH:3]=1 |f:1.2|. Reported procedure: To a solution of 2-[benzyl({3-chloro-5-[(cyclopropylmethyl)(methyl)amino]pyrazin-2-yl}methyl)amino]ethanol (0.50 g) in DMF (3 mL) was added potassium tert-butoxide (0.19 g) at 0° C., and the mixture was stirred for 2.5 hr. Water (10 mL) was added, and the mixture was extracted with ethyl acetate. The aqueous layer was extracted again with ethyl acetate. The combined organic layer was washed with water and saturated brine, dried over magnesium sulfate, and concentrated. The residue was purified b... The reactants are CCO, O=C1c2ccccc2C(=O)N1OC1C=CCCC1, NOC1C=CCCC1, CSC(=O)C(=O)c1nsc(NC=O)n1, O=CNc1nc(C(=O)C(=O)[O-])ns1, Cl, NN, [Na+], [Na+], [OH-], O. Reaction SMILES: [CH3:61][CH2:62][OH:63].[CH:1]1([O:2][N:3]2[C:4](=[O:5])[c:6]3[cH:7][cH:8][cH:9][cH:10][c:11]3[C:12]2=[O:13])[CH2:14][CH2:15][CH2:16][CH:17]=[CH:18]1.[CH:22]1([O:28][NH2:29])[CH:23]=[CH:24][CH2:25][CH2:26][CH2:27]1.[CH:30]([NH:31][c:32]1[s:33][n:34][c:35]([C:36](=[O:37])[C:38]([S:39][CH3:40])=[O:41])[n:42]1)=[O:43].[CH:46](=[O:47])[NH:48][c:49]1[n:50][c:51]([C:54]([C:55](=[O:56])[O-:57])=[O:58])[n:52][s:53]1.[ClH:60].[NH2:20][NH2:21].[Na+:45].[Na+:59].[OH-:44].[OH2:19]>>[CH:22]1([O:28][N:29]=[C:54]([c:51]2[n:50][c:49]([NH:48][CH:46]=[O:47])[s:53][n:52]2)[C:55](=[O:56])[OH:57])[CH:23]=[CH:24][CH2:25][CH2:26][CH2:27]1. Yields the product O=CNc1nc(C(=NOC2C=CCCC2)C(=O)O)ns1.